This data is from the Open Reaction Database (ORD), a public repository of structured organic reaction records. The task is: describe an organic reaction: reactants, conditions, products, and yield The reactants are CCOC(=O)C(C(=O)OCC)C(=O)C(C)Cl, Cc1cc(Cl)ccc1[O-], [Na+], CN(C)C=O. Yields the product CCOC(=O)C(C(=O)OCC)C(=O)C(C)Oc1ccc(Cl)cc1C. As a reaction SMILES: [CH2:1]([CH3:2])[O:3][C:4]([CH:5]([C:6](=[O:7])[O:8][CH2:9][CH3:10])[C:11]([CH:12]([CH3:13])[Cl:14])=[O:15])=[O:16].[Cl:17][c:18]1[cH:19][c:20]([CH3:25])[c:21]([O-:24])[cH:22][cH:23]1.[Na+:26].[O:27]=[CH:28][N:29]([CH3:30])[CH3:31]>>[CH2:1]([CH3:2])[O:3][C:4]([CH:5]([C:6](=[O:7])[O:8][CH2:9][CH3:10])[C:11]([CH:12]([CH3:13])[O:24][c:21]1[c:20]([CH3:25])[cH:19][c:18]([Cl:17])[cH:23][cH:22]1)=[O:15])=[O:16]. The reactants are Cc1ccc2[nH]c3c(c2c1)CN(C)CC3, CN1CCCC1=O, C=Cc1ccc(NC(C)=O)nc1, [K+], [OH-]. Yields the product CC(=O)Nc1ccc(CCn2c3c(c4cc(C)ccc42)CN(C)CC3)cn1. RXN SMILES: [CH3:1][N:2]1[CH2:3][c:4]2[c:5]([nH:6][c:7]3[cH:8][cH:9][c:10]([CH3:13])[cH:11][c:12]23)[CH2:14][CH2:15]1.[CH3:30][N:31]1[CH2:32][CH2:33][CH2:34][C:35]1=[O:36].[CH:16](=[CH2:17])[c:18]1[cH:19][cH:20][c:21]([NH:24][C:25]([CH3:26])=[O:27])[n:22][cH:23]1.[K+:29].[OH-:28]>>[CH3:1][N:2]1[CH2:3][c:4]2[c:5]([n:6]([CH2:17][CH2:16][c:18]3[cH:19][cH:20][c:21]([NH:24][C:25]([CH3:26])=[O:27])[n:22][cH:23]3)[c:7]3[cH:8][cH:9][c:10]([CH3:13])[cH:11][c:12]23)[CH2:14][CH2:15]1. The product is CCc1ccc(CNC2CCN(CCn3c(=O)ccc4ncc(OC)cc43)CC2)nc1. The reactants are [BH3-]C#N, O=C([O-])O, CCc1ccc(C=O)nc1, CO, C[O-], CO, CC(=O)O, ClC(Cl)Cl, Cl, COc1cnc2ccc(=O)n(CCN3CCC(N)CC3)c2c1, [Na+], [Na+], [Na+]. RXN SMILES: [C:39]([BH3-:40])#[N:41].[C:43](=[O:44])([O-:45])[OH:46].[CH2:29]([CH3:30])[c:31]1[cH:32][cH:33][c:34]([CH:37]=[O:38])[n:35][cH:36]1.[CH3:24][OH:25].[CH3:26][O-:27].[CH3:48][OH:49].[CH3:54][C:55](=[O:56])[OH:57].[CH:50]([Cl:51])([Cl:52])[Cl:53].[ClH:1].[NH2:2][CH:3]1[CH2:4][CH2:5][N:6]([CH2:9][CH2:10][n:11]2[c:12](=[O:23])[cH:13][cH:14][c:15]3[n:16][cH:17][c:18]([O:21][CH3:22])[cH:19][c:20]23)[CH2:7][CH2:8]1.[Na+:28].[Na+:42].[Na+:47]>>[NH:2]([CH:3]1[CH2:4][CH2:5][N:6]([CH2:9][CH2:10][n:11]2[c:12](=[O:23])[cH:13][cH:14][c:15]3[n:16][cH:17][c:18]([O:21][CH3:22])[cH:19][c:20]23)[CH2:7][CH2:8]1)[CH2:37][c:34]1[cH:33][cH:32][c:31]([CH2:29][CH3:30])[cH:36][n:35]1.